Dataset: the Open Reaction Database (ORD), a public repository of structured organic reaction records. Task: describe an organic reaction: reactants, conditions, products, and yield Starting materials: C1CC(=O)N(C1=O)I (NIS), FC1=C(C=CC(=C1)F)C=1N=C2N(C1)CCC2 (2-(2,4-difluorophenyl)-6,7-dihydro-5H-pyrrolo[1,2-a]imidazole). The solvent is CN(C)C=O (DMF). Conditions: time 35 minute. Yields the product FC1=C(C=CC(=C1)F)C=1N=C2N(C1I)CCC2 (2-(2,4-Difluorophenyl)-3-iodo-6,7-dihydro-5H-pyrrolo[1,2-a]imidazole). The yield is 43.2%. As a reaction SMILES: C1C(=O)N([I:8])C(=O)C1.[F:9][C:10]1[CH:15]=[C:14]([F:16])[CH:13]=[CH:12][C:11]=1[C:17]1[N:18]=[C:19]2[CH2:24][CH2:23][CH2:22][N:20]2[CH:21]=1>CN(C=O)C>[F:9][C:10]1[CH:15]=[C:14]([F:16])[CH:13]=[CH:12][C:11]=1[C:17]1[N:18]=[C:19]2[CH2:24][CH2:23][CH2:22][N:20]2[C:21]=1[I:8]. Reported procedure: NIS (6.75 g, 30.0 mmol) was added to a solution of 2-(2,4-difluorophenyl)-6,7-dihydro-5H-pyrrolo[1,2-a]imidazole (6.61 g, 30.0 mmol) in DMF (50 mL). The reaction mixture was stirred at ambient temperature for about 35 min and then partitioned between DCM and water. The organics were dried over MgSO4, filtered, concentrated under reduced pressure, and triturated with Et2O to give the title compound (4.49 g, 43%): LC/MS (Table 1, Method a) Rt=3.18 min; MS m/z: 347.2 (M+H)+. Reactants: COCOC1CN(C(=O)OC(C)(C)C)CCC1C(F)F, CC(C)(C)OC(=O)OC(C)(C)C, ClCCl, Cl, C1COCCO1. The product is CC(C)(C)OC(=O)N1CCC(C(F)F)C(O)C1. As a reaction SMILES: [C:1]([CH3:2])([CH3:3])([CH3:4])[O:5][C:6](=[O:7])[N:8]1[CH2:9][CH:10]([O:17][CH2:18][O:19][CH3:20])[CH:11]([CH:14]([F:15])[F:16])[CH2:12][CH2:13]1.[C:22](=[O:23])([O:24][C:25]([CH3:26])([CH3:27])[CH3:28])[O:29][C:30]([CH3:31])([CH3:32])[CH3:33].[Cl:34][CH2:35][Cl:36].[ClH:21].[O:37]1[CH2:38][CH2:39][O:40][CH2:41][CH2:42]1>>[C:1]([CH3:2])([CH3:3])([CH3:4])[O:5][C:6](=[O:7])[N:8]1[CH2:9][CH:10]([OH:17])[CH:11]([CH:14]([F:15])[F:16])[CH2:12][CH2:13]1. The product is Cl.Cl.NC1=C(C=CC=C1)C1N(C(C2=CC=CC=C12)=O)CCN(CC)CC (3-(2-aminophenyl)-2-(2-diethylaminoethyl)isoindolin-1-one dihydrochloride). RXN SMILES: [CH2:1]([N:3]([CH2:23][CH3:24])[CH2:4][CH2:5][NH:6][CH:7]1[C:13]2[CH:14]=[CH:15][CH:16]=[CH:17][C:12]=2[C:11](=[O:18])[NH:10][C:9]2[CH:19]=[CH:20][CH:21]=[CH:22][C:8]1=2)[CH3:2].[ClH:25]>C(Cl)Cl>[ClH:25].[ClH:25].[NH2:10][C:9]1[CH:19]=[CH:20][CH:21]=[CH:22][C:8]=1[CH:7]1[C:13]2[C:12](=[CH:17][CH:16]=[CH:15][CH:14]=2)[C:11](=[O:18])[N:6]1[CH2:5][CH2:4][N:3]([CH2:1][CH3:2])[CH2:23][CH3:24] |f:3.4.5|. The solvent is C(Cl)Cl (methylene chloride). Procedure details: In 400 ml of methylene chloride was dissolved 26.7 g of 11-(2-diethylaminoethylamino)-5,11-dihydro-6H-dibenz[b,e]azepin-6-one, and dry hydrogen chloride gas was blown into the solution with stirring. The reaction solution was concentrated under reduced pressure and 100 ml of acetonitrile was added to the residue. The mixture was heated at reflux for an hour. After allowing the mixture to stand at room temperature, precipitated crystals were separated by filtration to give 28.02 g of 3-(2-aminoph... Reactants: C(C)N(CCNC1C2=C(NC(C3=C1C=CC=C3)=O)C=CC=C2)CC (11-(2-diethylaminoethylamino)-5,11-dihydro-6H-dibenz[b,e]azepin-6-one), Cl (hydrogen chloride). Reactants: BrC=1C(=C(C=2N(C1)N=C(N2)N)C2=CC(=CC=C2)C(F)(F)F)C (6-Bromo-7-methyl-8-(3-trifluoromethyl-phenyl)-[1,2,4]triazolo[1,5-a]pyridin-2-ylamine), C(CCC)[Sn](C1=CC=NN1C1=CC=C(C#N)C=C1)(CCCC)CCCC (4-(5-tributylstannanyl-pyrazol-1-yl)-benzonitrile). Reagents/catalysts: C1([P]([Pd][P](C2=CC=CC=C2)(C3=CC=CC=C3)C4=CC=CC=C4)(C5=CC=CC=C5)C6=CC=CC=C6)=CC=CC=C1 (bis(triphenylphosphine)palladium). Solvent: C1CCOC1 (THF). The product is NC1=NN2C(C(=C(C(=C2)C2=CC=NN2C2=CC=C(C#N)C=C2)C)C2=CC(=CC=C2)C(F)(F)F)=N1 (4-{5-[2-Amino-7-methyl-8-(3-trifluoromethyl-phenyl)-[1,2,4]triazolo[1,5-a]pyridin-6-yl]-pyrazol-1-yl}-benzonitrile). Yield: 44.4%. Reaction SMILES: Br[C:2]1[C:3]([CH3:22])=[C:4]([C:12]2[CH:17]=[CH:16][CH:15]=[C:14]([C:18]([F:21])([F:20])[F:19])[CH:13]=2)[C:5]2[N:6]([N:8]=[C:9]([NH2:11])[N:10]=2)[CH:7]=1.C([Sn](CCCC)(CCCC)[C:28]1[N:32]([C:33]2[CH:40]=[CH:39][C:36]([C:37]#[N:38])=[CH:35][CH:34]=2)[N:31]=[CH:30][CH:29]=1)CCC>C1COCC1.C1(C=CC=CC=1)[P](C1C=CC=CC=1)(C1C=CC=CC=1)[Pd][P](C1C=CC=CC=1)(C1C=CC=CC=1)C1C=CC=CC=1>[NH2:11][C:9]1[N:10]=[C:5]2[C:4]([C:12]3[CH:17]=[CH:16][CH:15]=[C:14]([C:18]([F:21])([F:20])[F:19])[CH:13]=3)=[C:3]([CH3:22])[C:2]([C:28]3[N:32]([C:33]4[CH:40]=[CH:39][C:36]([C:37]#[N:38])=[CH:35][CH:34]=4)[N:31]=[CH:30][CH:29]=3)=[CH:7][N:6]2[N:8]=1 |^1:59,73|. Procedure: 6-Bromo-7-methyl-8-(3-trifluoromethyl-phenyl)-[1,2,4]triazolo[1,5-a]pyridin-2-ylamine (Int. 2, 100 mg, 0.27 mmol) and 4-(5-tributylstannanyl-pyrazol-1-yl)-benzonitrile (Int. 3, 115 mg, 0.25 mmol) were dissolved in THF (5 mL) and degassed then bis(triphenylphosphine)palladium (II) dichloride (18 mg, 0.025 mmol) was added. The reaction mixture was stirred at reflux temperature for 21 hrs then allowed to cool before washing with cesium fluoride (saturated aqueous solution) and extracting with EtOAc... Starting materials: O.N (ammonia water), FC(C1=CC2=C(SC3=C(CC2)C(=CC=C3)Cl)C=C1)(F)F (2-trifluoromethyl-9-chloro-10,11-dihydrodibenzo[b,f]thiepin), [Cu](C#N)C#N (copper cyanide), CN1C(CCC1)=O (N-methylpyrrolidone). The reagents and catalysts are S(=O)(=O)([O-])[O-].[Cu+2] (copper sulfate). Solvent: O (water). Run at time 18.5 hour. Yields the product FC(C1=CC2=C(SC3=C(CC2)C(=CC=C3)C#N)C=C1)(F)F (2-trifluoromethyl-9-cyano-10,11-dihydrodibenzo[b,f]thiepin). Yield: 14.7%. RXN SMILES: [F:1][C:2]([F:20])([F:19])[C:3]1[CH:18]=[CH:17][C:6]2[S:7][C:8]3[CH:15]=[CH:14][CH:13]=[C:12](Cl)[C:9]=3[CH2:10][CH2:11][C:5]=2[CH:4]=1.[Cu](C#N)[C:22]#[N:23].CN1CCCC1=O.O.N>S([O-])([O-])(=O)=O.[Cu+2].O>[F:1][C:2]([F:20])([F:19])[C:3]1[CH:18]=[CH:17][C:6]2[S:7][C:8]3[CH:15]=[CH:14][CH:13]=[C:12]([C:22]#[N:23])[C:9]=3[CH2:10][CH2:11][C:5]=2[CH:4]=1 |f:3.4,5.6|. Reported procedure: The mixture of 450 mg of 2-trifluoromethyl-9-chloro-10,11-dihydrodibenzo[b,f]thiepin, 0.4 g of copper cyanide, 0.05 g of anhydrous copper sulfate and 10 ml of N-methylpyrrolidone was stirred at 180° to 210° C. for 18.5 hrs. while preventing the moisture. After cooling, to the mixture was added 2.5 ml of conc. ammonia water and 35 ml of water and the resulting mixture was filtered with the use of celite. The thus obtained solution was extracted with benzene and the extract was washed with water a... Reactants: C(C#CC)OC1=CC=C(C=C1)S(=O)(=O)C1(C(SCCCN1)(C)C)C(=O)[O-] ({[4-(2-butynyloxy)phenyl]sulfonyl}-2,2-dimethyl-1,4-thiazepane-3-carboxylate), FC(C(=O)O)(F)F (trifluoroacetic acid). Solvent: C(Cl)Cl (methylene chloride). Run at time 2 hour. Product: C(C#CC)OC1=CC=C(C=C1)S(=O)(=O)C1(C(SCCCN1)(C)C)C(=O)O ({[4-(2-butynyloxy)phenyl]sulfonyl}-2,2-dimethyl-1,4-thiazepane-3-carboxylic acid). As a reaction SMILES: [CH2:1]([O:5][C:6]1[CH:11]=[CH:10][C:9]([S:12]([C:15]2([C:24]([O-:26])=[O:25])[NH:21][CH2:20][CH2:19][CH2:18][S:17][C:16]2([CH3:23])[CH3:22])(=[O:14])=[O:13])=[CH:8][CH:7]=1)[C:2]#[C:3][CH3:4].FC(F)(F)C(O)=O>C(Cl)Cl>[CH2:1]([O:5][C:6]1[CH:11]=[CH:10][C:9]([S:12]([C:15]2([C:24]([OH:26])=[O:25])[NH:21][CH2:20][CH2:19][CH2:18][S:17][C:16]2([CH3:22])[CH3:23])(=[O:13])=[O:14])=[CH:8][CH:7]=1)[C:2]#[C:3][CH3:4]. Procedure details: A solution of tert-butyl (3S)4-({[4-(2-butynyloxy)phenyl]sulfonyl}-2,2-dimethyl-1,4-thiazepane-3-carboxylate (220 mg, 0.49 mmol) in methylene chloride (4 mL) was added trifluoroacetic acid (1.5 mL) and the mixture was stirred for 2 h at room temperature. The solvent was removed in vacuo. Traces of trifluoroacetic acid was removed by adding toluene (1 mL) and removing the solvent to obtain 170 mg (88%) of (3S)-4-({[4-(2-butynyloxy)phenyl]sulfonyl}-2,2-dimethyl-1,4-thiazepane-3-carboxylic acid; 1H... Reactants: COc1ccc(-c2oc3cc(OC)ccc3c2C(=O)c2ccc(OCCN(C)C)cc2)cc1, CO. The product is COc1ccc(-c2oc3cc(OC)ccc3c2C(O)c2ccc(OCCN(C)C)cc2)cc1. As a reaction SMILES: [CH3:1][O:2][c:3]1[cH:4][cH:5][c:6](-[c:9]2[o:10][c:11]3[c:12]([c:13]2[C:14](=[O:15])[c:16]2[cH:17][cH:18][c:19]([O:22][CH2:23][CH2:24][N:25]([CH3:26])[CH3:27])[cH:20][cH:21]2)[cH:28][cH:29][c:30]([O:32][CH3:33])[cH:31]3)[cH:7][cH:8]1.[CH3:34][OH:35]>>[CH3:1][O:2][c:3]1[cH:4][cH:5][c:6](-[c:9]2[o:10][c:11]3[c:12]([c:13]2[CH:14]([OH:15])[c:16]2[cH:17][cH:18][c:19]([O:22][CH2:23][CH2:24][N:25]([CH3:26])[CH3:27])[cH:20][cH:21]2)[cH:28][cH:29][c:30]([O:32][CH3:33])[cH:31]3)[cH:7][cH:8]1. The reactants are COc1ccc(CCN)cc1, C1COCCO1, CS(=O)c1nc(N)nc(-c2ccco2)c1I. Product: COc1ccc(CCNc2nc(N)nc(-c3ccco3)c2I)cc1. As a reaction SMILES: [CH3:17][O:18][c:19]1[cH:20][cH:21][c:22]([CH2:25][CH2:26][NH2:27])[cH:23][cH:24]1.[O:28]1[CH2:29][CH2:30][O:31][CH2:32][CH2:33]1.[o:1]1[c:2](-[c:6]2[n:7][c:8]([NH2:16])[n:9][c:10]([S:13]([CH3:14])=[O:15])[c:11]2[I:12])[cH:3][cH:4][cH:5]1>>[o:1]1[c:2](-[c:6]2[n:7][c:8]([NH2:16])[n:9][c:10]([NH:27][CH2:26][CH2:25][c:22]3[cH:21][cH:20][c:19]([O:18][CH3:17])[cH:24][cH:23]3)[c:11]2[I:12])[cH:3][cH:4][cH:5]1. The reactants are C(CC)C(=O)NC1=C(C=C2C(C(NC2=C1)=O)(C)C(=O)OCC)[N+](=O)[O-] (6-propylcarbonylamino-5-nitro-3-ethoxycarbonyl-3-methylindolin-2-one), [H][H] (hydrogen). The reagents and catalysts are [Pd] (palladium on charcoal). Solvent: C(C)O (ethanol). Run at temperature 60 celsius, time 1 hour. Yields the product C(CC)C=1NC2=C(N1)C=C1C(=C2)NC(C1(C)C(=O)OCC)=O (2-Propyl-7-ethoxycarbonyl-7-methyl-6,7-dihydro-3H,5H-pyrrolo[2,3-f]benzimidazol-6-one). RXN SMILES: [CH2:1]([C:4]([NH:6][C:7]1[CH:15]=[C:14]2[C:10]([C:11]([C:18]([O:20][CH2:21][CH3:22])=[O:19])([CH3:17])[C:12](=[O:16])[NH:13]2)=[CH:9][C:8]=1[N+:23]([O-])=O)=O)[CH2:2][CH3:3].[H][H]>[Pd].C(O)C>[CH2:1]([C:4]1[NH:6][C:7]2[CH:15]=[C:14]3[NH:13][C:12](=[O:16])[C:11]([C:18]([O:20][CH2:21][CH3:22])=[O:19])([CH3:17])[C:10]3=[CH:9][C:8]=2[N:23]=1)[CH2:2][CH3:3]. Procedure details: Analogously to Example 5, 1.40 g. (4.0 mmole) 6-propylcarbonylamino-5-nitro-3-ethoxycarbonyl-3-methylindolin-2-one is suspended in 140 ml. ethanol and hydrogenated in the presence of 0.1 g. 10% palladium on charcoal at normal pressure and ambient temperature. After 270 ml. of hydrogen have been taken up, the catalyst is filtered off with suction and the filtrate is evaporated to dryness. The residue is stirred for 1 hour at 60° C. in 10 ml. glacial acetic acid, the glacial acetic acid is distill...